From a dataset of the Open Reaction Database (ORD), a public repository of structured organic reaction records. describe an organic reaction: reactants, conditions, products, and yield Starting materials: C(C#CC)OC1=CC=C(C=C1)C[C@@H](C(=O)OC)NC(=O)[C@H]([C@](C(=O)OC(C)(C)C)(CCC)O)\C=C\CCCCCNS(=O)(=O)CCCCCCCC (tert-Butyl (E)-(2S,3S)-3-[(S)-2-(4-but-2-ynyloxy-phenyl)-1-methoxycarbonyl-ethylcarbamoyl]-2-hydroxy-10-(octane-1-sulfonylamino)-2-propyl-dec-4-enoate), FC(C(=O)O)(F)F (trifluoroacetic acid). Run in ClCCl (dichloromethane). Conditions: time 75 minute. The product is C(C#CC)OC1=CC=C(C=C1)C[C@@H](C(=O)OC)NC(=O)[C@H]([C@](C(=O)O)(CCC)O)\C=C\CCCCCNS(=O)(=O)CCCCCCCC ((E)-(2S,3S)-3-[(S)-2-(4-but-2-ynyloxy-phenyl)-1-methoxycarbonyl-ethylcarbamoyl]-2-hydroxy-10-(octane-1-sulfonylamino)-2-propyl-dec-4-enoic acid). Yield: 89.9%. Reaction SMILES: [CH2:1]([O:5][C:6]1[CH:11]=[CH:10][C:9]([CH2:12][C@H:13]([NH:18][C:19]([C@@H:21](/[CH:34]=[CH:35]/[CH2:36][CH2:37][CH2:38][CH2:39][CH2:40][NH:41][S:42]([CH2:45][CH2:46][CH2:47][CH2:48][CH2:49][CH2:50][CH2:51][CH3:52])(=[O:44])=[O:43])[C@@:22]([OH:33])([CH2:30][CH2:31][CH3:32])[C:23]([O:25]C(C)(C)C)=[O:24])=[O:20])[C:14]([O:16][CH3:17])=[O:15])=[CH:8][CH:7]=1)[C:2]#[C:3][CH3:4].FC(F)(F)C(O)=O>ClCCl>[CH2:1]([O:5][C:6]1[CH:11]=[CH:10][C:9]([CH2:12][C@H:13]([NH:18][C:19]([C@@H:21](/[CH:34]=[CH:35]/[CH2:36][CH2:37][CH2:38][CH2:39][CH2:40][NH:41][S:42]([CH2:45][CH2:46][CH2:47][CH2:48][CH2:49][CH2:50][CH2:51][CH3:52])(=[O:44])=[O:43])[C@@:22]([OH:33])([CH2:30][CH2:31][CH3:32])[C:23]([OH:25])=[O:24])=[O:20])[C:14]([O:16][CH3:17])=[O:15])=[CH:8][CH:7]=1)[C:2]#[C:3][CH3:4]. Procedure: tert-Butyl (E)-(2S,3S)-3-[(S)-2-(4-but-2-ynyloxy-phenyl)-1-methoxycarbonyl-ethylcarbamoyl]-2-hydroxy-10-(octane-1-sulfonylamino)-2-propyl-dec-4-enoate (35.0 mg, 0.0467 mmol) was dissolved in dichloromethane (1.0 mL), and trifluoroacetic acid (1.0 mL, 13.6 mmol) was then added at room temperature. The mixture was stirred for 75 minutes, and then concentrated under reduced pressure. The resulting crude product was purified by preparative HPLC to obtain 29.1 mg (0.0420 mmol, 90% yield) of the title... Starting materials: ClC1=C(C=CC(=C1)NC1=CC=C(C=C1)C(F)(F)F)C(=O)C1=C(C=CC(=C1)[N+](=O)[O-])C ([2-Chloro-4-(4-trifluoromethyl-phenylamino)-phenyl]-(2-methyl-5-nitro-phenyl)-methanone), BrC1=CC(=C(C=C1)C(=O)C1=C(C=CC(=C1)[N+](=O)[O-])C)Cl ((4-Bromo-2-chloro-phenyl)-(2-methyl-5-nitro-phenyl)-methanone), FC1=CC(=C(C=C1)N)C (4-fluoro-2-methyl-phenylamine). Product: ClC1=C(C=CC(=C1)NC1=C(C=C(C=C1)F)C)C(=O)C1=C(C=CC(=C1)[N+](=O)[O-])C ([2-Chloro-4-(4-fluoro-2-methyl-phenylamino)-phenyl]-(2-methyl-5-nitro-phenyl)-methanone). RXN SMILES: [Cl:1][C:2]1[CH:7]=[C:6]([NH:8][C:9]2[CH:14]=[CH:13]C(C(F)(F)F)=CC=2)[CH:5]=[CH:4][C:3]=1[C:19]([C:21]1[CH:26]=[C:25]([N+:27]([O-:29])=[O:28])[CH:24]=[CH:23][C:22]=1[CH3:30])=[O:20].BrC1C=CC(C(C2C=C([N+]([O-])=O)C=CC=2C)=O)=C(Cl)C=1.[F:51][C:52]1C=C[C:55](N)=[C:54](C)[CH:53]=1>>[Cl:1][C:2]1[CH:7]=[C:6]([NH:8][C:9]2[CH:14]=[CH:13][C:52]([F:51])=[CH:53][C:54]=2[CH3:55])[CH:5]=[CH:4][C:3]=1[C:19]([C:21]1[CH:26]=[C:25]([N+:27]([O-:29])=[O:28])[CH:24]=[CH:23][C:22]=1[CH3:30])=[O:20]. Procedure details: The reaction was carried out similarly as described in the preparation of compound 414, using compound 402 (0.56 mmol) and 4-fluoro-2-methyl-phenylamine (0.56 mmol). The crude product was purified by continuous gradient flash chromatography using EtOAc/petroleum ether (40-60) 0:100 to 25:75 as the eluent to afford the title compound as yellow foam. The reactants are N1CCCC2=CC=CC=C12 (1,2,3,4-tetrahydroquinoline), ClC=1C(NC2=CC=C(C=C2N1)C(=O)OC)=O (methyl 3-chloro-2-oxo-1,2-dihydroquinoxaline-6-carboxylate). The solvent is CN1CCCC1=O (NMP). Run at time 3 hour. Yields the product O=C1NC2=CC=C(C=C2N=C1N1CCCC2=CC=CC=C12)C(=O)OC (methyl 2-oxo-3-(1,2,3,4-tetrahydroquinolin-1-yl)-1,2-dihydroquinoxaline-6-carboxylate). Yield: 74.3%. Reaction SMILES: [NH:1]1[C:10]2[C:5](=[CH:6][CH:7]=[CH:8][CH:9]=2)[CH2:4][CH2:3][CH2:2]1.Cl[C:12]1[C:13](=[O:26])[NH:14][C:15]2[C:20]([N:21]=1)=[CH:19][C:18]([C:22]([O:24][CH3:25])=[O:23])=[CH:17][CH:16]=2>CN1C(=O)CCC1>[O:26]=[C:13]1[C:12]([N:1]2[C:10]3[C:5](=[CH:6][CH:7]=[CH:8][CH:9]=3)[CH2:4][CH2:3][CH2:2]2)=[N:21][C:20]2[C:15](=[CH:16][CH:17]=[C:18]([C:22]([O:24][CH3:25])=[O:23])[CH:19]=2)[NH:14]1. Procedure details: To a solution of 1,2,3,4-tetrahydroquinoline (1.0 g, 7.51 mmol) in NMP (20 ml) was added methyl 3-chloro-2-oxo-1,2-dihydroquinoxaline-6-carboxylate (670 mg, 2.81 mmol) with stifling 3 h at 130° C. in an oil bath. The product was precipitated with water (80 ml), collected by filtration to afford methyl 2-oxo-3-(1,2,3,4-tetrahydroquinolin-1-yl)-1,2-dihydroquinoxaline-6-carboxylate as a yellow solid (700 mg, 28%). Starting materials: CC1(F)C(O)OC(COC(=O)c2ccccc2)C1OC(=O)c1ccccc1, CO. Product: COC1OC(COC(=O)c2ccccc2)C(OC(=O)c2ccccc2)C1(C)F. RXN SMILES: [C:1]([c:2]1[cH:3][cH:4][cH:5][cH:6][cH:7]1)(=[O:8])[O:9][CH2:10][CH:11]1[O:12][CH:13]([OH:27])[C:14]([CH3:25])([F:26])[CH:15]1[O:16][C:17]([c:18]1[cH:19][cH:20][cH:21][cH:22][cH:23]1)=[O:24].[CH3:28][OH:29]>>[C:1]([c:2]1[cH:3][cH:4][cH:5][cH:6][cH:7]1)(=[O:8])[O:9][CH2:10][CH:11]1[O:12][CH:13]([O:27][CH3:28])[C:14]([CH3:25])([F:26])[CH:15]1[O:16][C:17]([c:18]1[cH:19][cH:20][cH:21][cH:22][cH:23]1)=[O:24]. Starting materials: S1C(SCCC1)C1=NC=CC=N1 (2-(1,3-dithian-2-yl)pyrimidine), C(CCC)[Li] (n-butyllithium), ClC(=O)C1CCN(CC1)C(=O)OC(C)(C)C (tert-Butyl 4-(chlorocarbonyl)-piperidine-1-carboxylate). The solvent is C1CCOC1 (THF), C1CCOC1 (THF). Reaction conditions: temperature -78 celsius, time 0.5 hour. The product is N1=C(N=CC=C1)C1(SCCCS1)C(=O)C1CCN(CC1)C(=O)OC(C)(C)C (tert-Butyl 4-{[2-(pyrimidin-2-yl)-1,3-dithian-2-yl]carbonyl}piperidine-1-carboxylate). Reaction SMILES: [S:1]1[CH2:6][CH2:5][CH2:4][S:3][CH:2]1[C:7]1[N:12]=[CH:11][CH:10]=[CH:9][N:8]=1.C([Li])CCC.Cl[C:19]([CH:21]1[CH2:26][CH2:25][N:24]([C:27]([O:29][C:30]([CH3:33])([CH3:32])[CH3:31])=[O:28])[CH2:23][CH2:22]1)=[O:20]>C1COCC1>[N:12]1[CH:11]=[CH:10][CH:9]=[N:8][C:7]=1[C:2]1([C:19]([CH:21]2[CH2:26][CH2:25][N:24]([C:27]([O:29][C:30]([CH3:33])([CH3:32])[CH3:31])=[O:28])[CH2:23][CH2:22]2)=[O:20])[S:3][CH2:4][CH2:5][CH2:6][S:1]1. Reported procedure: To a solution of 2-(1,3-dithian-2-yl)pyrimidine (0.583 g, 2.94 mmol) in THF (50 ml) was added n-butyllithium (1.679 ml, 4.20 mmol, 2.5 M) by syringe at −78° C. The mixture was stirred at −78° C. for 0.5 h. Then tert-Butyl 4-(chlorocarbonyl)-piperidine-1-carboxylate (0.52 g, 2.1 mmol) in THF was added via syringe, and the mixture was stirred at −78° C. for 1 h. The reaction was quenched with aqueous NH4Cl, and diluted with ethyl acetate. The organic layer was separated, washed with brine, dried o... RXN SMILES: [C:14]([O-:15])([OH:16])=[O:17].[C:6]([CH2:7][CH2:8][CH2:9][CH2:10][CH3:11])(=[O:12])[Cl:13].[CH2:1]([Li:2])[CH2:3][CH2:4][CH3:5].[CH3:19][CH2:20][O:21][CH2:22][CH3:23].[Na+:18]>>[CH2:1]([C:6]([CH2:7][CH2:8][CH2:9][CH2:10][CH3:11])=[O:12])[C:14]([OH:15])=[O:17]. Starting materials: O=C([O-])O, CCCCCC(=O)Cl, [Li]CCCC, CCOCC, [Na+]. Yields the product CCCCCC(=O)CC(=O)O. Starting materials: B(O)O (boronic acid), C(=O)(O)CCC1=CC=C(C=C1)C=1C([C@@H]2CC[C@]3([C@@]4(CC[C@@]5([C@@H]([C@H]4CC[C@@H]3[C@]2(CC1)C)[C@@H](CC5)C(=C)C)C(=O)O)C)C)(C)C ((1R,3aS,5aR,5bR,7aR,11aS,11bR,13aR,13bR)-9-(4-(2-carboxyethyl)phenyl)-5a,5b,8,8,11a-pentamethyl-1-(prop-1-en-2-yl)-2,3,3a,4,5,5a,5b,6,7,7a,8,11,11a,11b,12,13,13a,13b-octadecahydro-1H-cyclopenta[a]chrysene-3a-carboxylic acid), B(O)(O)C1=CC=C(C=C1)C1=NC2=CC=CC=C2C(=C1)C(=O)O (2-(4-boronophenyl)quinoline-4-carboxylic acid). Yields the product C(=O)(O)[C@]12[C@@H]([C@H]3CC[C@@H]4[C@]5(CC=C(C([C@@H]5CC[C@]4([C@@]3(CC1)C)C)(C)C)C1=CC=C(C=C1)C=1C=NC3=CC=CC=C3C1C(=O)O)C)[C@@H](CC2)C(=C)C (3-(4-((1R,3aS,5aR,5bR,7aR,11aS,11bR,13aR,13bR)-3a-carboxy-5a,5b,8,8,11a-pentamethyl-1-(prop-1-en-2-yl)-2,3,3a,4,5,5a,5b,6,7,7a,8,11,11a,11b,12,13,13a,13b-octadecahydro-1H-cyclopenta[a]chrysen-9-yl)phenyl)quinoline-4-carboxylic acid), solid. Isolated yield 27.0%. Reaction SMILES: [C:1]([CH2:4][CH2:5][C:6]1[CH:11]=[CH:10][C:9]([C:12]2[C:13]([CH3:43])([CH3:42])[C@H:14]3[C@:27]([CH3:30])([CH2:28][CH:29]=2)[C@@H:26]2[C@:17]([CH3:41])([C@@:18]4([CH3:40])[C@H:23]([CH2:24][CH2:25]2)[C@H:22]2[C@H:31]([C:34]([CH3:36])=[CH2:35])[CH2:32][CH2:33][C@:21]2([C:37]([OH:39])=[O:38])[CH2:20][CH2:19]4)[CH2:16][CH2:15]3)=[CH:8][CH:7]=1)([OH:3])=[O:2].B(C1C=CC([C:53]2C=C(C(O)=O)[C:60]3[C:55](=[CH:56][CH:57]=[CH:58][CH:59]=3)[N:54]=2)=CC=1)(O)O.B(O)O>>[C:37]([C@:21]12[CH2:33][CH2:32][C@@H:31]([C:34]([CH3:36])=[CH2:35])[C@@H:22]1[C@@H:23]1[C@@:18]([CH3:40])([CH2:19][CH2:20]2)[C@@:17]2([CH3:41])[C@@H:26]([C@:27]3([CH3:30])[C@@H:14]([CH2:15][CH2:16]2)[C:13]([CH3:43])([CH3:42])[C:12]([C:9]2[CH:10]=[CH:11][C:6]([C:5]4[CH:53]=[N:54][C:55]5[C:60]([C:4]=4[C:1]([OH:3])=[O:2])=[CH:59][CH:58]=[CH:57][CH:56]=5)=[CH:7][CH:8]=2)=[CH:29][CH2:28]3)[CH2:25][CH2:24]1)([OH:39])=[O:38]. Procedure details: The title compound was prepared following the method described above for compound (1R,3aS,5aR,5bR,7aR,11aS,11bR,13aR,13bR)-9-(4-(2-carboxyethyl)phenyl)-5a,5b,8,8,11a-pentamethyl-1-(prop-1-en-2-yl)-2,3,3a,4,5,5a,5b,6,7,7a,8,11,11a,11b,12,13,13a,13b-octadecahydro-1H-cyclopenta[a]chrysene-3a-carboxylic acid (example 4a) using 2-(4-boronophenyl)quinoline-4-carboxylic acid as the reactant boronic acid. The product was isolated as a white solid (4.7 mg, 27%). LCMS: m/e 684.65 (M−H)−, 5.11 min (method ...